This data is from the Open Reaction Database (ORD), a public repository of structured organic reaction records. The task is: describe an organic reaction: reactants, conditions, products, and yield The reactants are CC1CN(c2nnc(-c3ccccc3)c3ccccc23)CCN1C(=O)OC(C)(C)C, ClCCl, [Na+], O=C([O-])O, O=C(O)C(F)(F)F. The product is CC1CN(c2nnc(-c3ccccc3)c3ccccc23)CCN1. Reaction SMILES: [CH3:1][CH:2]1[N:3]([C:24]([O:25][C:26]([CH3:27])([CH3:28])[CH3:29])=[O:30])[CH2:4][CH2:5][N:6]([c:8]2[n:9][n:10][c:11](-[c:18]3[cH:19][cH:20][cH:21][cH:22][cH:23]3)[c:12]3[cH:13][cH:14][cH:15][cH:16][c:17]23)[CH2:7]1.[Cl:43][CH2:44][Cl:45].[Na+:42].[O-:38][C:39]([OH:40])=[O:41].[OH:31][C:32]([C:33]([F:34])([F:35])[F:36])=[O:37]>>[CH3:1][CH:2]1[NH:3][CH2:4][CH2:5][N:6]([c:8]2[n:9][n:10][c:11](-[c:18]3[cH:19][cH:20][cH:21][cH:22][cH:23]3)[c:12]3[cH:13][cH:14][cH:15][cH:16][c:17]23)[CH2:7]1. The reactants are C1(=CC=CC=C1)C1=CC=C2NC=3C(=CC=CC3C(C2=C1)=O)C(=O)O (7-phenyl-9-oxoacridan-4-carboxylic acid). The solvent is CC(=O)C (acetone). Product: C1(=CC=CC=C1)C1=CC=C2N=C3C(=CC=CC3=CC2=C1)C(=O)O (7-phenylacridine-4-carboxylic acid). Yield: 69.0%. As a reaction SMILES: [C:1]1([C:7]2[CH:20]=[C:19]3[C:10]([NH:11][C:12]4[C:13]([C:22]([OH:24])=[O:23])=[CH:14][CH:15]=[CH:16][C:17]=4[C:18]3=O)=[CH:9][CH:8]=2)[CH:6]=[CH:5][CH:4]=[CH:3][CH:2]=1>CC(C)=O>[C:1]1([C:7]2[CH:20]=[C:19]3[C:10]([N:11]=[C:12]4[C:17](=[CH:18]3)[CH:16]=[CH:15][CH:14]=[C:13]4[C:22]([OH:24])=[O:23])=[CH:9][CH:8]=2)[CH:6]=[CH:5][CH:4]=[CH:3][CH:2]=1. Procedure details: Reduction of the known [Denny et al., J. Med. Chem., 1987, 30, 658] 7-phenyl-9-oxoacridan-4-carboxylic acid as above gave 7-phenylacridine-4-carboxylic acid (69%), mp (acetone) 239-241° C. 1H NMR [(CD3)2SO] δ 7.49 (t, J=7.3 Hz, 1 H, H-4'), 7.60 (t, J=7.3 Hz, 2 H, H-3' and H-5'), 7.86 (dd, J=8.4, 7.1 Hz, 1 H, H-2), 7.96 (d, J=7.3 Hz, 2 H, H-2' and H-6'), 8.43 (br s, 2 H, H-6 and H-8), 8.58 (dd, J=8.5, 1.2 Hz, 1 H, H-1), 8.64 (br s, 1 H, H-5), 8.74 (br d, J=7.1 Hz, 1 H, H-3), 9.56 (s, 1 H, H-9), 1... Starting materials: C1(CC1)C(C1=CC=C(C=C1)C1=CC(=CC=C1)NC(C)=O)(C=1N=CN(C1)C(C1=CC=CC=C1)(C1=CC=CC=C1)C1=CC=CC=C1)O (N-[4′-[cyclopropyl(hydroxy)(1-trityl-1H-imidazol-4-yl)methyl][1,1′-biphenyl]-3-yl]acetamide), Cl.N1=CC=CC=C1 (pyridine hydrochloride). Product: C1(CC1)C(C1=CC=C(C=C1)C1=CC(=CC=C1)NC(C)=O)(C=1N=CNC1)O (N-[4′-[cyclopropyl(hydroxy) (1H-imidazol-4-yl)methyl][1,1′-biphenyl]-3-yl]acetamide). Yield: 38.8%. Reaction SMILES: [CH:1]1([C:4]([OH:45])([C:21]2[N:22]=[CH:23][N:24](C(C3C=CC=CC=3)(C3C=CC=CC=3)C3C=CC=CC=3)[CH:25]=2)[C:5]2[CH:10]=[CH:9][C:8]([C:11]3[CH:16]=[CH:15][CH:14]=[C:13]([NH:17][C:18](=[O:20])[CH3:19])[CH:12]=3)=[CH:7][CH:6]=2)[CH2:3][CH2:2]1.Cl.N1C=CC=CC=1>>[CH:1]1([C:4]([OH:45])([C:21]2[N:22]=[CH:23][NH:24][CH:25]=2)[C:5]2[CH:6]=[CH:7][C:8]([C:11]3[CH:16]=[CH:15][CH:14]=[C:13]([NH:17][C:18](=[O:20])[CH3:19])[CH:12]=3)=[CH:9][CH:10]=2)[CH2:3][CH2:2]1 |f:1.2|. Reported procedure: By the reaction in the same manner as in Example 4-(iii) using N-[4′-[cyclopropyl(hydroxy)(1-trityl-1H-imidazol-4-yl)methyl][1,1′-biphenyl]-3-yl]acetamide (946 mg) and pyridine hydrochloride (334 mg), the colorless amorphous title compound (216 mg) was obtained.